Dataset: the Open Reaction Database (ORD), a public repository of structured organic reaction records. Task: describe an organic reaction: reactants, conditions, products, and yield Reactants: CC(C)(C)[O-], [Cl-], CC#CCOc1cc(Cl)ncn1, N#CCc1c(F)cccc1Cl, [K+], [NH4+], C1CCOC1. The product is CC#CCOc1cc(C(C#N)c2c(F)cccc2Cl)ncn1. Reaction SMILES: [CH3:1][C:2]([CH3:3])([O-:4])[CH3:5].[Cl-:30].[Cl:18][c:19]1[n:20][cH:21][n:22][c:23]([O:25][CH2:26][C:27]#[C:28][CH3:29])[cH:24]1.[Cl:7][c:8]1[c:9]([CH2:10][C:11]#[N:12])[c:13]([F:17])[cH:14][cH:15][cH:16]1.[K+:6].[NH4+:31].[O:32]1[CH2:33][CH2:34][CH2:35][CH2:36]1>>[Cl:7][c:8]1[c:9]([CH:10]([C:11]#[N:12])[c:19]2[n:20][cH:21][n:22][c:23]([O:25][CH2:26][C:27]#[C:28][CH3:29])[cH:24]2)[c:13]([F:17])[cH:14][cH:15][cH:16]1. The reactants are BrC=1C=C2C=CC(=NC2=CC1)C (6-bromo-2-methylquinoline), C(\C=C/C(=O)OCC)(=O)OCC (diethyl maleate), C1(=C(C=CC=C1)P(C1=C(C=CC=C1)C)C1=C(C=CC=C1)C)C (tri(o-tolyl)phosphine), C([O-])([O-])=O.[K+].[K+] (potassium carbonate). The reagents and catalysts are C(C)(=O)[O-].[Pd+2].C(C)(=O)[O-] (palladium acetate). Solvent: CN(C)C=O (DMF). Reaction conditions: temperature 100 celsius, time 8 hour. Yields the product C(C)OC(C(=CC(=O)OCC)C=1C=C2C=CC(=NC2=CC1)C)=O (diethyl-2-(2-methyl-6-quinolinyl)-2-butenedioate). As a reaction SMILES: Br[C:2]1[CH:3]=[C:4]2[C:9](=[CH:10][CH:11]=1)[N:8]=[C:7]([CH3:12])[CH:6]=[CH:5]2.[C:13]([O:22][CH2:23][CH3:24])(=[O:21])/[CH:14]=[CH:15]\[C:16]([O:18][CH2:19][CH3:20])=[O:17].C1(C)C=CC=CC=1P(C1C=CC=CC=1C)C1C=CC=CC=1C.C(=O)([O-])[O-].[K+].[K+]>CN(C=O)C.C([O-])(=O)C.[Pd+2].C([O-])(=O)C>[CH2:19]([O:18][C:16](=[O:17])[C:15]([C:2]1[CH:3]=[C:4]2[C:9](=[CH:10][CH:11]=1)[N:8]=[C:7]([CH3:12])[CH:6]=[CH:5]2)=[CH:14][C:13]([O:22][CH2:23][CH3:24])=[O:21])[CH3:20] |f:3.4.5,7.8.9|. Procedure: To a stirred solution of 6-bromo-2-methylquinoline (2.89 g) in DMF (70 mL) at room temperature, diethyl maleate (4.85 mL), palladium acetate (0.15 g), tri(o-tolyl)phosphine (0.39 g) and potassium carbonate (3.59 g) were subsequently added then the reaction mixture was warmed to 100° C. and stirring continued overnight. After cooling, the reaction mixture was quenched with water and extracted twice with diethyl ether. The combined organic layers were collected, dried over sodium sulphate and conc... Reactants: Cl (HCl), COC(CC1=COC2=C1C=CC=C2)=O (Benzofuran-3-yl-acetic acid methyl ester), O.[OH-].[Li+] (lithium hydroxide monohydrate), CO (methanol). Solvent: O (Water), C(C)OCC (diethyl ether), CCCCCCC (heptane), O1CCCC1 (tetrahydrofuran), O (water). Conditions: time 8 hour. Product: O1C=C(C2=C1C=CC=C2)CC(=O)O (Benzofuran-3-yl-acetic acid). RXN SMILES: C[O:2][C:3](=[O:14])[CH2:4][C:5]1[C:9]2[CH:10]=[CH:11][CH:12]=[CH:13][C:8]=2[O:7][CH:6]=1.O.[OH-].[Li+].CO.Cl>O1CCCC1.O.C(OCC)C.CCCCCCC>[O:7]1[C:8]2[CH:13]=[CH:12][CH:11]=[CH:10][C:9]=2[C:5]([CH2:4][C:3]([OH:14])=[O:2])=[CH:6]1 |f:1.2.3|. Procedure details: A solution of Example 6 (6.23 g, 33 mmol) and lithium hydroxide monohydrate (1.45 g, 35 mmol) in tetrahydrofuran (50 mL), water (35 mL), and methanol (14 mL) was stirred for 6.5 hours at room temperature. Water (70 mL) was added, and the reaction mixture was acidified to pH 4 using 2 M HCl and extracted with dichloromethane (5×200 mL). The organics were dried (MgSO4) and the solvent removed in vacuo to give a brown solid. This was dissolved in diethyl ether, heptane was added, and the mixture wa... Reactants: BrCCO (2-bromoethanol), O.C1(=CC=C(C=C1)S(=O)(=O)O)C (p-toluenesulfonic acid monohydrate), O1CCCC=C1 (Dihydropyran). Product: BrC(C)OC1OCCCC1 (1-Bromoethyl Tetrahydropyranylether). Reaction SMILES: [Br:1][CH2:2][CH2:3]O.[OH2:5].C1(C)C=CC(S(O)(=O)=O)=CC=1.[O:17]1[CH:22]=[CH:21][CH2:20][CH2:19][CH2:18]1>>[Br:1][CH:2]([O:5][CH:22]1[CH2:21][CH2:20][CH2:19][CH2:18][O:17]1)[CH3:3] |f:1.2|. Procedure details: To 2-bromoethanol (125 g, 1.0 equiv), cooled in an ice bath, was added p-toluenesulfonic acid monohydrate (catalytic amount). Dihydropyran (93 g, 1.1 equiv) was added dropwise, with stirring, under an argon atmosphere. When the addition was complete, the reaction was stirred for 1 hour at room temperature. The residue was purified by short path distillation, giving approximately 125 g of product. The reactants are N1=CC=CC=C1.F (hydrogen fluoride-pyridine), COC(CCCCCSC1=C(C[C@H]([C@@H]1\C=C\[C@H](CCCCC)O[Si](C)(C)C(C)(C)C)O[Si](C)(C)C(C)(C)C)OC([C@@H](NC(=O)OCC1=CC=CC=C1)CC1=CC=CC=C1)=O)=O (methyl(11R,12S,13E,15S)-9-(N-benzyloxycarbonylphenylalanyloxy)-11,15-bis(tert-butyldimethylsiloxy)-7-thiaprosta-8,13-dienoate). Procedure details: Using as the material and reagent a hydrogen fluoride-pyridine solution (0.3 ml) and methyl(11R,12S,13E,15S)-9-(N-benzyloxycarbonylphenylalanyloxy)-11,15-bis(tert-butyldimethylsiloxy)-7-thiaprosta-8,13-dienoate (140 mg), methyl(11R,12S,13E,15S)-9-(N-benzyloxycarbonylphenylalanyloxy)-11,15-dihydroxy-7-thiaprosta-8,13-dienoate (53 mg, 51%) was obtained. Product: COC(CCCCCSC1=C(C[C@H]([C@@H]1\C=C\[C@H](CCCCC)O)O)OC([C@@H](NC(=O)OCC1=CC=CC=C1)CC1=CC=CC=C1)=O)=O (methyl(11R,12S,13E,15S)-9-(N-benzyloxycarbonylphenylalanyloxy)-11,15-dihydroxy-7-thiaprosta-8,13-dienoate). Yield: 50.8%. As a reaction SMILES: N1C=CC=CC=1.F.[CH3:8][O:9][C:10](=[O:68])[CH2:11][CH2:12][CH2:13][CH2:14][CH2:15][S:16][C:17]1[C@@H:21](/[CH:22]=[CH:23]/[C@@H:24]([O:30][Si](C(C)(C)C)(C)C)[CH2:25][CH2:26][CH2:27][CH2:28][CH3:29])[C@H:20]([O:38][Si](C(C)(C)C)(C)C)[CH2:19][C:18]=1[O:46][C:47](=[O:67])[C@H:48]([CH2:60][C:61]1[CH:66]=[CH:65][CH:64]=[CH:63][CH:62]=1)[NH:49][C:50]([O:52][CH2:53][C:54]1[CH:59]=[CH:58][CH:57]=[CH:56][CH:55]=1)=[O:51]>>[CH3:8][O:9][C:10](=[O:68])[CH2:11][CH2:12][CH2:13][CH2:14][CH2:15][S:16][C:17]1[C@@H:21](/[CH:22]=[CH:23]/[C@@H:24]([OH:30])[CH2:25][CH2:26][CH2:27][CH2:28][CH3:29])[C@H:20]([OH:38])[CH2:19][C:18]=1[O:46][C:47](=[O:67])[C@H:48]([CH2:60][C:61]1[CH:66]=[CH:65][CH:64]=[CH:63][CH:62]=1)[NH:49][C:50]([O:52][CH2:53][C:54]1[CH:59]=[CH:58][CH:57]=[CH:56][CH:55]=1)=[O:51] |f:0.1|. The reactants are [H-].[Al+3].[Li+].[H-].[H-].[H-] (lithium aluminum hydride), [OH-].[Na+] (sodium hydroxide), C1(=CC=CC=C1)C1(CCN(CC1)C(CC(C1=CC=CC=C1)(C1=CC=CC=C1)C1=CC=CC=C1)=O)C#N (4-phenyl-1-(3,3,3-triphenylpropionyl)isonipecotonitrile), [H-].[Al+3].[Li+].[H-].[H-].[H-] (lithium aluminum hydride), O1CCCC1 (tetrahydrofuran). Run in O (water), O (water). The product is NCC1(CCN(CC1)CCC(C1=CC=CC=C1)(C1=CC=CC=C1)C1=CC=CC=C1)C1=CC=CC=C1 (4-aminomethyl-4-phenyl-1-(3,3,3-triphenylpropyl)piperidine). RXN SMILES: [C:1]1([C:7]2([C:35]#[N:36])[CH2:12][CH2:11][N:10]([C:13](=O)[CH2:14][C:15]([C:28]3[CH:33]=[CH:32][CH:31]=[CH:30][CH:29]=3)([C:22]3[CH:27]=[CH:26][CH:25]=[CH:24][CH:23]=3)[C:16]3[CH:21]=[CH:20][CH:19]=[CH:18][CH:17]=3)[CH2:9][CH2:8]2)[CH:6]=[CH:5][CH:4]=[CH:3][CH:2]=1.[H-].[Al+3].[Li+].[H-].[H-].[H-].O1CCCC1.[OH-].[Na+]>O>[NH2:36][CH2:35][C:7]1([C:1]2[CH:6]=[CH:5][CH:4]=[CH:3][CH:2]=2)[CH2:8][CH2:9][N:10]([CH2:13][CH2:14][C:15]([C:22]2[CH:23]=[CH:24][CH:25]=[CH:26][CH:27]=2)([C:16]2[CH:17]=[CH:18][CH:19]=[CH:20][CH:21]=2)[C:28]2[CH:33]=[CH:32][CH:31]=[CH:30][CH:29]=2)[CH2:11][CH2:12]1 |f:1.2.3.4.5.6,8.9|. Procedure: A mixture of 3 parts of 4-phenyl-1-(3,3,3-triphenylpropionyl)isonipecotonitrile and 3 parts of lithium aluminum hydride in 150 parts by volume of tetrahydrofuran is refluxed overnight and then the excess of lithium aluminum hydride is decomposed by the successive addition of 1 part by volume of water, 1 part by volume of 15% sodium hydroxide and 3 parts by volume of water. The mixture is then filtered and the solvent evaporated to afford, as an oil, 4-aminomethyl-4-phenyl-1-(3,3,3-triphenylpropy...